Dataset: the Open Reaction Database (ORD), a public repository of structured organic reaction records. Task: describe an organic reaction: reactants, conditions, products, and yield The reactants are CC1=C(C=CC(=C1)C)[Mg]Br (2,4-dimethylphenylmagnesium bromide), CC1=C(C=CC(=C1)C)Br (2,4-dimethylbromobenzene), [Mg] (magnesium), C1(CCCC1)=O (cyclopentanone), OS(=O)(=O)O (H2SO4). The solvent is O (Water), CCOCC (ether), CCOCC (ether). Run at time 1 hour. The product is CC1=C(C=CC(=C1)C)C1=CCCC1 (1-(2,4-dimethyl-phenyl)cyclopentene). Isolated yield 34.8%. Reaction SMILES: [CH3:1][C:2]1[CH:7]=[C:6]([CH3:8])[CH:5]=[CH:4][C:3]=1[Mg]Br.C[C:12]1[CH:17]=[C:16](C)[CH:15]=[CH:14]C=1Br.[Mg].C1(=O)CCCC1.OS(O)(=O)=O>CCOCC.O>[CH3:1][C:2]1[CH:7]=[C:6]([CH3:8])[CH:5]=[CH:4][C:3]=1[C:14]1[CH2:15][CH2:16][CH2:17][CH:12]=1. Reported procedure: To a 5° C. solution of 2,4-dimethylphenylmagnesium bromide (prepared from 18.5 g (100 mmol) of 2,4-dimethylbromobenzene and 2.5 g (105 mmol) of magnesium turnings) in 100 mL of ether, was added cyclopentanone (8.4 g, 100 mmol) in 25 mL of ether. The mixture was stirred at room temperature for 1 hour and was then heated under reflux for 0.5 hours. The solution was cooled in an ice bath, 60 mL of 30% aqueous H2SO4 was carefully added, and the resulting mixture was heated under reflux for 2 hours. ... Starting materials: BrCC(CC)CC (1-bromo-2-ethylbutane), [H-].[Na+] (sodium hydride), Cl (hydrochloride), C(C)(C)[NH-].[Li+] (lithium isopropylamide), C1(CCCCC1)C(=O)O (cyclohexanecarboxylic acid). Run in O1CCCC1 (tetrahydrofuran), C1CCCCC1 (cyclohexane), O1CCCC1 (tetrahydrofuran), O (Water), O1CCCC1 (tetrahydrofuran). The product is C(C)C(CC1(CCCCC1)C(=O)O)CC (1-(2-ethylbutyl)cyclohexanecarboxylic acid). Isolated yield 63.8%. Reaction SMILES: [H-].[Na+].[CH:3]1([C:9]([OH:11])=[O:10])[CH2:8][CH2:7][CH2:6][CH2:5][CH2:4]1.C([NH-])(C)C.[Li+].Br[CH2:18][CH:19]([CH2:22][CH3:23])[CH2:20][CH3:21].Cl>O1CCCC1.O.C1CCCCC1>[CH2:20]([CH:19]([CH2:22][CH3:23])[CH2:18][C:3]1([C:9]([OH:11])=[O:10])[CH2:8][CH2:7][CH2:6][CH2:5][CH2:4]1)[CH3:21] |f:0.1,3.4|. Procedure details: A suspension of 60% sodium hydride (980 mg) in tetrahydrofuran (80 ml) was stirred at room temperature and a tetrahydrofuran solution (10 ml) containing cyclohexanecarboxylic acid (3.00 g) was added dropwise thereto. After completion of addition, a mixture was stirred for 1 hour and cooled to 0° C., followed by adding a cyclohexane solution (18.7 ml) containing 1.5 M lithium isopropylamide dropwise thereto. Then, after stirring at room temperature for 1.5 hours and cooling to 0° C., a tetrahydro... Reactants: CCOC(=O)Cn1nc(C(=O)OCC)cc1OCc1cc(F)cc(C(F)(F)F)c1, Cl, [Li+], C1CCOC1, [OH-], O. The product is CCOC(=O)c1cc(OCc2cc(F)cc(C(F)(F)F)c2)n(CC(=O)O)n1. As a reaction SMILES: [CH2:1]([CH3:2])[O:3][C:4](=[O:5])[c:6]1[n:7][n:8]([CH2:24][C:25](=[O:26])[O:27][CH2:28][CH3:29])[c:9]([O:11][CH2:12][c:13]2[cH:14][c:15]([F:23])[cH:16][c:17]([C:19]([F:20])([F:21])[F:22])[cH:18]2)[cH:10]1.[ClH:32].[Li+:31].[O:33]1[CH2:34][CH2:35][CH2:36][CH2:37]1.[OH-:30].[OH2:38]>>[CH2:1]([CH3:2])[O:3][C:4](=[O:5])[c:6]1[n:7][n:8]([CH2:24][C:25](=[O:26])[OH:27])[c:9]([O:11][CH2:12][c:13]2[cH:14][c:15]([F:23])[cH:16][c:17]([C:19]([F:20])([F:21])[F:22])[cH:18]2)[cH:10]1. Reactants: OC1=NC=C(C(=N1)C)C(=O)OCC (ethyl 2-hydroxy-4-methylpyrimidine-5-carboxylate), O=P(Cl)(Cl)Cl (POCl3). Product: ClC1=NC=C(C(=N1)C)C(=O)OCC (Ethyl 2-chloro-4-methylpyrimidine-5-carboxylate). Isolated yield 27.0%. Reaction SMILES: O[C:2]1[N:7]=[C:6]([CH3:8])[C:5]([C:9]([O:11][CH2:12][CH3:13])=[O:10])=[CH:4][N:3]=1.O=P(Cl)(Cl)[Cl:16]>>[Cl:16][C:2]1[N:7]=[C:6]([CH3:8])[C:5]([C:9]([O:11][CH2:12][CH3:13])=[O:10])=[CH:4][N:3]=1. Procedure: A solution of ethyl 2-hydroxy-4-methylpyrimidine-5-carboxylate (5 g, 27.5 mmol) and POCl3 (84 g, 550 mmol) was heated at reflux under N2 for 1 h. The reaction was cooled and concentrated. The residue was partitioned between CHCl3 and H2O and the organic layer was dried (Na2SO4), filtered, and concentrated to yield the title compound in a yield of 27% (1.5 g); 1HNMR (CDCl3) δ 9.04 (s, 1H), 4.42 (q, 2H), 2.85 (s, 3H), 1.43 (t, 3H). The reactants are Br, COc1ccc2c(c1)[nH]c(=O)n2CCN1CCN(c2cccc(C(F)(F)F)c2)CC1, O. The product is O=c1[nH]c2cc(O)ccc2n1CCN1CCN(c2cccc(C(F)(F)F)c2)CC1. As a reaction SMILES: [BrH:31].[CH3:1][O:2][c:3]1[cH:4][c:5]2[c:6]([n:7]([CH2:11][CH2:12][N:13]3[CH2:14][CH2:15][N:16]([c:19]4[cH:20][c:21]([C:25]([F:26])([F:27])[F:28])[cH:22][cH:23][cH:24]4)[CH2:17][CH2:18]3)[c:8](=[O:10])[nH:9]2)[cH:29][cH:30]1.[OH2:32]>>[OH:2][c:3]1[cH:4][c:5]2[c:6]([n:7]([CH2:11][CH2:12][N:13]3[CH2:14][CH2:15][N:16]([c:19]4[cH:20][c:21]([C:25]([F:26])([F:27])[F:28])[cH:22][cH:23][cH:24]4)[CH2:17][CH2:18]3)[c:8](=[O:10])[nH:9]2)[cH:29][cH:30]1. Reactants: O1COC2=C1C=CC(=C2)C=2N=C(NC2C2=NC=CC=C2)C2=CC=C(C(=O)O)C=C2 (4-(4-Benzo[1,3]dioxol-5-yl-5-pyridin-2-yl-1H-imidazol-2-yl)benzoic acid), C(C(=O)Cl)(=O)Cl (oxalyl chloride). The reagents and catalysts are CN(C=O)C (N,N-dimethylformamide). The solvent is ClCCl (dichloromethane). Run at time 5 hour. Product: O1COC2=C1C=CC(=C2)C=2N=C(NC2C2=NC=CC=C2)C2=CC=C(C(=O)Cl)C=C2 (4-(4-Benzo[1,3]dioxol-5-yl-5-pyridin-2-yl-1H-imidazol-2-yl)benzoyl chloride). Reaction SMILES: [O:1]1[C:5]2[CH:6]=[CH:7][C:8]([C:10]3[N:11]=[C:12]([C:21]4[CH:29]=[CH:28][C:24]([C:25](O)=[O:26])=[CH:23][CH:22]=4)[NH:13][C:14]=3[C:15]3[CH:20]=[CH:19][CH:18]=[CH:17][N:16]=3)=[CH:9][C:4]=2[O:3][CH2:2]1.C(Cl)(=O)C([Cl:33])=O>ClCCl.CN(C)C=O>[O:1]1[C:5]2[CH:6]=[CH:7][C:8]([C:10]3[N:11]=[C:12]([C:21]4[CH:29]=[CH:28][C:24]([C:25]([Cl:33])=[O:26])=[CH:23][CH:22]=4)[NH:13][C:14]=3[C:15]3[CH:20]=[CH:19][CH:18]=[CH:17][N:16]=3)=[CH:9][C:4]=2[O:3][CH2:2]1. Procedure details: 4-(4-Benzo[1,3]dioxol-5-yl-5-pyridin-2-yl-1H-imidazol-2-yl)benzoic acid (prepared according to the method of Example 1) (379 mg; 0.98 mmol ) was suspended in dry dichloromethane (20 ml) and treated with oxalyl chloride (2 ml) and N,N-dimethylformamide (1 drop). This mixture was stirred at ambient temperature for 5 h then evaporated to dryness under reduced pressure to give the title compound as a yellow powder. Starting materials: ClC1=NN2C(C3=CC=CC=C13)=NN=C2C2=NOC=C2 (6-chloro-3-(3-isoxazolyl)-1,2,4-triazolo[3,4-a]phthalazine), OCC=1N(N=CN1)COCC[Si](C)(C)C (3-(hydroxymethyl)-2-{[2-(trimethylsilyl)ethoxy]methyl}-1,2,4-triazole). Product: O1N=C(C=C1)C1=NN=C2N1N=C(C1=CC=CC=C21)OCC=2N(N=CN2)COCC[Si](C)(C)C (3-(3-Isoxazolyl)-6-[2-{[2-(trimethylsilyl)ethoxy]methyl}-1,2,4-triazol-3-yl]methyloxy-1,2,4-triazolo[3,4-a]phthalazine). RXN SMILES: Cl[C:2]1[C:11]2[C:6](=[CH:7][CH:8]=[CH:9][CH:10]=2)[C:5]2=[N:12][N:13]=[C:14]([C:15]3[CH:19]=[CH:18][O:17][N:16]=3)[N:4]2[N:3]=1.[OH:20][CH2:21][C:22]1[N:23]([CH2:27][O:28][CH2:29][CH2:30][Si:31]([CH3:34])([CH3:33])[CH3:32])[N:24]=[CH:25][N:26]=1>>[O:17]1[CH:18]=[CH:19][C:15]([C:14]2[N:4]3[N:3]=[C:2]([O:20][CH2:21][C:22]4[N:23]([CH2:27][O:28][CH2:29][CH2:30][Si:31]([CH3:34])([CH3:33])[CH3:32])[N:24]=[CH:25][N:26]=4)[C:11]4[C:6]([C:5]3=[N:12][N:13]=2)=[CH:7][CH:8]=[CH:9][CH:10]=4)=[N:16]1. Reported procedure: The title-compound was prepared from 6-chloro-3-(3-isoxazolyl)-1,2,4-triazolo[3,4-a]phthalazine (described in Example 34, part b) and 3-(hydroxymethyl)-2-{[2-(trimethylsilyl)ethoxy]methyl}-1,2,4-triazole (described in Example 45, part c) following the procedure described in Example 45, part d, 1H NMR (360 MHz, CDCl3) δ 0.00 (9H, s, 3 of CH3), 0.88 (2H, q, J=8.4 Hz, CH2), 3.67 (2H; t, J=8.3 Hz, CH2), 5.84 (2H, s, CH2), 5.92 (2H, s, CH2), 7.30 (1H, d, J=1.7 Hz, Ar—H), 7.89 (1H; t, J=7.1 Hz, Ar—H),... The reactants are C(C)OC(C(CC1(CCCC1)F)N=C(C1=CC=CC=C1)C1=CC=CC=C1)=O (2-(benzhydrylidene-amino)-3-(1-fluoro-cyclopentyl)-propionic acid ethyl ester), Cl (hydrochloric acid), C([O-])(O)=O.[Na+] (sodium bicarbonate). Run in ClCCl (dichloromethane). Run at time 17 hour. The product is C(C)OC(C(CC1(CCCC1)F)N)=O (2-amino-3-(1-fluoro-cyclopentyl)-propionic acid ethyl ester). The yield is 74.5%. As a reaction SMILES: [CH2:1]([O:3][C:4](=[O:27])[CH:5]([N:13]=C(C1C=CC=CC=1)C1C=CC=CC=1)[CH2:6][C:7]1([F:12])[CH2:11][CH2:10][CH2:9][CH2:8]1)[CH3:2].Cl.C(=O)(O)[O-].[Na+]>ClCCl>[CH2:1]([O:3][C:4](=[O:27])[CH:5]([NH2:13])[CH2:6][C:7]1([F:12])[CH2:11][CH2:10][CH2:9][CH2:8]1)[CH3:2] |f:2.3|. Procedure: To a solution of 2-(benzhydrylidene-amino)-3-(1-fluoro-cyclopentyl)-propionic acid ethyl ester (1.36 g, 3.70 mmol) in dichloromethane (10 mL) at 0° C. was added a hydrochloric acid solution (1N, 7.4 mL) and the resulting mixture stirred at room temperature for 17 h. The mixture was separated, the aqueous layer diluted with water (10 mL) and cooled to 0° C. before sodium bicarbonate (1.24 g, 14.8 mmol) was added portionwise. The resulting mixture was extracted with dichloromethane (2×50 mL), the ... Yields the product O=C(c1cccc(Nc2ncnc3cc[nH]c23)c1)N1CCCCC1. RXN SMILES: [CH2:20]1[CH2:21][CH2:22][NH:23][CH2:24][CH2:25]1.[CH3:27][N:28]([CH3:29])[CH2:30][CH2:31][CH2:32][N:33]=[C:34]=[N:35][CH2:36][CH3:37].[CH3:48][N:49]([CH3:50])[CH:51]=[O:52].[ClH:26].[OH:38][n:39]1[c:40]2[cH:41][cH:42][cH:43][cH:44][c:45]2[n:46][n:47]1.[n:1]1[cH:2][n:3][c:4]([NH:10][c:11]2[cH:12][c:13]([C:14](=[O:15])[OH:16])[cH:17][cH:18][cH:19]2)[c:5]2[c:6]1[cH:7][cH:8][nH:9]2>>[n:1]1[cH:2][n:3][c:4]([NH:10][c:11]2[cH:12][c:13]([C:14](=[O:16])[N:23]3[CH2:22][CH2:21][CH2:20][CH2:25][CH2:24]3)[cH:17][cH:18][cH:19]2)[c:5]2[c:6]1[cH:7][cH:8][nH:9]2. Reactants: C1CCNCC1, CCN=C=NCCCN(C)C, CN(C)C=O, Cl, On1nnc2ccccc21, O=C(O)c1cccc(Nc2ncnc3cc[nH]c23)c1. The product is CC(CN(C)C)SC1=Nc2ccc(Cl)cc2C(c2ccccc2Cl)=NC1. The reactants are CC(Cl)CN(C)C, [Cl-], S=C1CN=C(c2ccccc2Cl)c2cc(Cl)ccc2N1, Cl, [K+], [Na+], C1CCOC1, [OH-]. RXN SMILES: [CH3:29][N:30]([CH3:31])[CH2:32][CH:33]([CH3:34])[Cl:35].[Cl-:37].[Cl:1][c:2]1[c:3]([C:8]2=[N:9][CH2:10][C:11](=[S:20])[NH:12][c:13]3[c:14]2[cH:15][c:16]([Cl:19])[cH:17][cH:18]3)[cH:4][cH:5][cH:6][cH:7]1.[ClH:28].[K+:22].[Na+:36].[O:23]1[CH2:24][CH2:25][CH2:26][CH2:27]1.[OH-:21]>>[Cl:1][c:2]1[c:3]([C:8]2=[N:9][CH2:10][C:11]([S:20][CH:33]([CH2:32][N:30]([CH3:29])[CH3:31])[CH3:34])=[N:12][c:13]3[c:14]2[cH:15][c:16]([Cl:19])[cH:17][cH:18]3)[cH:4][cH:5][cH:6][cH:7]1.